Dataset: the Open Reaction Database (ORD), a public repository of structured organic reaction records. Task: describe an organic reaction: reactants, conditions, products, and yield Product: COc1cc(C(=O)O)ccc1Cc1cn(C(C)=O)c2ccc(N)cc12. Reaction SMILES: [C:1]([CH3:2])(=[O:3])[n:4]1[cH:5][c:6]([CH2:16][c:17]2[c:18]([O:26][CH3:27])[cH:19][c:20]([C:21](=[O:22])[OH:23])[cH:24][cH:25]2)[c:7]2[cH:8][c:9]([N+:13]([O-:14])=[O:15])[cH:10][cH:11][c:12]12.[CH3:28][OH:29].[O:30]1[CH2:31][CH2:32][CH2:33][CH2:34]1>>[C:1]([CH3:2])(=[O:3])[n:4]1[cH:5][c:6]([CH2:16][c:17]2[c:18]([O:26][CH3:27])[cH:19][c:20]([C:21](=[O:22])[OH:23])[cH:24][cH:25]2)[c:7]2[cH:8][c:9]([NH2:13])[cH:10][cH:11][c:12]12. Reactants: COc1cc(C(=O)O)ccc1Cc1cn(C(C)=O)c2ccc([N+](=O)[O-])cc12, CO, C1CCOC1. Reactants: BrCCCOC1=CC=C2C=CC(OC2=C1)=O (7-(γ-bromopropyloxy)coumarin), BrCCCOC1=CC=C2C=CC(OC2=C1)=O (7-(γ-bromopropyloxy)coumarin), BrBr (bromine). Run in C1CCOC1 (THF). Yields the product BrC=1C(OC2=CC(=CC=C2C1)OCCCBr)=O (3-bromo-7-(γ-bromopropyloxy)coumarin). Reaction SMILES: [Br:1][CH2:2][CH2:3][CH2:4][O:5][C:6]1[CH:15]=[C:14]2[C:9]([CH:10]=[CH:11][C:12](=[O:16])[O:13]2)=[CH:8][CH:7]=1.[Br:17]Br>C1COCC1>[Br:17][C:11]1[C:12](=[O:16])[O:13][C:14]2[C:9]([CH:10]=1)=[CH:8][CH:7]=[C:6]([O:5][CH2:4][CH2:3][CH2:2][Br:1])[CH:15]=2. Procedure: Into a 500 mL round bottom flask containing a 2.5 cm stirring bar was added 13 g of 7-(γ-bromopropyloxy)coumarin and 120-150 mL of THF. When the 7-(γ-bromopropyloxy)coumarin was completely dissolved, 3 mL of bromine was added by syringe. After stirring for 2-5 hours at room temperature, the solution was concentrated by rotary evaporator. 50 mL of a 1:1 mixture of ethyl acetate and hexane was added to the concentrate and the mixture was stirred for 30 minutes at room temperature. The solution was... The reactants are Cl.[N+](=O)([O-])C=1C=CC2=C(CN3C(CO2)CCCC3)C1 (2-Nitro-6,6a,7,8,9,10-hexahydro-12H-pyrido[2,1-c][1,4]benzoxazepine hydrochloride). The reagents and catalysts are [Pd] (Pd-C). Run in CO (methanol). Conditions: time 1 hour. Product: Cl.NC=1C=CC2=C(CN3C(CO2)CCCC3)C1 (2-Amino-6,6a,7,8,9,10-hexahydro-12H-pyrido[2,1-c][1,4]benzoxazepine hydrochloride). Isolated yield 103.6%. RXN SMILES: [ClH:1].[N+:2]([C:5]1[CH:6]=[CH:7][C:8]2[O:14][CH2:13][CH:12]3[CH2:15][CH2:16][CH2:17][CH2:18][N:11]3[CH2:10][C:9]=2[CH:19]=1)([O-])=O>CO.[Pd]>[ClH:1].[NH2:2][C:5]1[CH:6]=[CH:7][C:8]2[O:14][CH2:13][CH:12]3[CH2:15][CH2:16][CH2:17][CH2:18][N:11]3[CH2:10][C:9]=2[CH:19]=1 |f:0.1,4.5|. Procedure: 2-Nitro-6,6a,7,8,9,10-hexahydro-12H-pyrido[2,1-c][1,4]benzoxazepine hydrochloride (2.46 g) dissolved in methanol (50 ml) was treated with 10% Pd-C (0.25 g), and hydrogenated on a Parr Hydrogenator for one hour, filtered and evaporated to yield a tacky solid (2.28 g). As a reaction SMILES: [N+:1]([C:4]1[CH:9]=[CH:8][CH:7]=[CH:6][C:5]=1[S:10]([N@:13]1[CH2:15][CH:14]1[C@H:16]1[O:20][C:19](=[O:21])[C@H:18]([CH2:22][CH2:23][CH3:24])[CH2:17]1)(=[O:12])=[O:11])([O-:3])=[O:2].[Cl:25][C:26]1[CH:31]=[CH:30][CH:29]=[CH:28][C:27]=1[N:32]1[CH2:37][C:36]([CH3:39])([CH3:38])[NH:35][CH2:34][C:33]1=[O:40]>C1(C)C=CC=CC=1>[Cl:25][C:26]1[CH:31]=[CH:30][CH:29]=[CH:28][C:27]=1[N:32]1[C:33](=[O:40])[CH2:34][N:35]([CH2:15][C@H:14]([NH:13][S:10]([C:5]2[CH:6]=[CH:7][CH:8]=[CH:9][C:4]=2[N+:1]([O-:3])=[O:2])(=[O:12])=[O:11])[C@@H:16]2[CH2:17][C@@H:18]([CH2:22][CH2:23][CH3:24])[C:19](=[O:21])[O:20]2)[C:36]([CH3:39])([CH3:38])[CH2:37]1. Run in C1(=CC=CC=C1)C (toluene). Isolated yield 75.6%. Procedure details: A solution of 700 mg of (3R,5S)-5-[(S)-1-(2-nitrobenzenesulfonyl)aziridin-2-yl]-3-propyldihydrofuran-2-one obtained in Example (116g) (1.98 mmol) and 611 mg of 1-(2-chlorophenyl)-5,5-dimethylpiperazin-2-one obtained in Example (1k) (2.57 mmol) in toluene (20 ml) was stirred at 110° C. for 1.5 hours. After cooling, the reaction mixture was concentrated under reduced pressure, and the residue was purified by silica gel column chromatography (elution solvent: toluene/acetone 5/1) to obtain 888 mg o... Yields the product ClC1=C(C=CC=C1)N1CC(N(CC1=O)C[C@@H]([C@H]1OC([C@@H](C1)CCC)=O)NS(=O)(=O)C1=C(C=CC=C1)[N+](=O)[O-])(C)C (N—{(S)-2-[4-(2-Chlorophenyl)-2,2-dimethyl-5-oxopiperazin-1-yl]-1-[(2S,4R)-5-oxo-4-propyltetrahydrofuran-2-yl]ethyl}-2-nitrobenzenesulfonamide). Reactants: [N+](=O)([O-])C1=C(C=CC=C1)S(=O)(=O)[N@@]1C(C1)[C@@H]1C[C@H](C(O1)=O)CCC ((3R,5S)-5-[(S)-1-(2-Nitrobenzenesulfonyl)aziridin-2-yl]-3-propyldihydrofuran-2-one), ClC1=C(C=CC=C1)N1C(CNC(C1)(C)C)=O (1-(2-chlorophenyl)-5,5-dimethylpiperazin-2-one). Starting materials: NCCNC([C@H](CC)NC(C(F)(F)F)=O)=O ((S)—N-(2-aminoethyl)-2-(2,2,2-trifluoroacetamido)butanamide), COC1=CC=C(C=C1)N=C=S (4-methoxyphenyl isothiocyanate). Solvent: ClCCl (dichloromethane). Conditions: time 72 hour. The product is COC1=CC=C(C=C1)NC(NCCNC([C@@H](CC)NC(C(F)(F)F)=O)=O)=S ((R)—N-(2-(3-(4-methoxyphenyl)thioureido)ethyl)-2-(2,2,2-trifluoroacetamido)butanamide). RXN SMILES: [NH2:1][CH2:2][CH2:3][NH:4][C:5](=[O:16])[C@@H:6]([NH:9][C:10](=[O:15])[C:11]([F:14])([F:13])[F:12])[CH2:7][CH3:8].[CH3:17][O:18][C:19]1[CH:24]=[CH:23][C:22]([N:25]=[C:26]=[S:27])=[CH:21][CH:20]=1>ClCCl>[CH3:17][O:18][C:19]1[CH:24]=[CH:23][C:22]([NH:25][C:26](=[S:27])[NH:1][CH2:2][CH2:3][NH:4][C:5](=[O:16])[C@H:6]([NH:9][C:10](=[O:15])[C:11]([F:14])([F:12])[F:13])[CH2:7][CH3:8])=[CH:21][CH:20]=1. Procedure details: To a solution of (S)—N-(2-aminoethyl)-2-(2,2,2-trifluoroacetamido)butanamide (276.6 mg, ca, 1.10 mmol) in dichloromethane (10 mL) was added 4-methoxyphenyl isothiocyanate (120 μL, 0.868 mmol). and the resulting mixture was stirred for 72 h at room temperature. The resulting mixture was then concentrated to an oil, which was purified by column chromatography, eluting with 6% methanol in chloroform to yield (R)—N-(2-(3-(4-methoxyphenyl)thioureido)ethyl)-2-(2,2,2-trifluoroacetamido)butanamide as a ...